This data is from the Open Reaction Database (ORD), a public repository of structured organic reaction records. The task is: describe an organic reaction: reactants, conditions, products, and yield The reactants are CC(=O)O, O=C1CCC(=O)N1Cl, O=c1cc(-c2ccncn2)nc2n1CCCN2. Product: O=c1c(Cl)c(-c2ccncn2)nc2n1CCCN2. As a reaction SMILES: [CH3:26][C:27](=[O:28])[OH:29].[Cl:18][N:19]1[C:20](=[O:21])[CH2:22][CH2:23][C:24]1=[O:25].[n:1]1[cH:2][n:3][c:4](-[c:7]2[n:8][c:9]3[n:10]([c:11](=[O:13])[cH:12]2)[CH2:14][CH2:15][CH2:16][NH:17]3)[cH:5][cH:6]1>>[n:1]1[cH:2][n:3][c:4](-[c:7]2[n:8][c:9]3[n:10]([c:11](=[O:13])[c:12]2[Cl:18])[CH2:14][CH2:15][CH2:16][NH:17]3)[cH:5][cH:6]1. Starting materials: ClC1=NC(=C2N=CN(C2=N1)C1CCCC1)Cl (2,6-dichloro-9-cyclopentylpurine), C(CC)N (n-propylamine). Run in C(C)N(CC)CC (triethylamine). The product is ClC1=NC(=C2N=CN(C2=N1)C1CCCC1)NCCC (2-Chloro-6-(propylamino)-9-cyclopentylpurine). RXN SMILES: [Cl:1][C:2]1[N:10]=[C:9]2[C:5]([N:6]=[CH:7][N:8]2[CH:11]2[CH2:15][CH2:14][CH2:13][CH2:12]2)=[C:4](Cl)[N:3]=1.[CH2:17]([NH2:20])[CH2:18][CH3:19]>C(N(CC)CC)C>[Cl:1][C:2]1[N:10]=[C:9]2[C:5]([N:6]=[CH:7][N:8]2[CH:11]2[CH2:15][CH2:14][CH2:13][CH2:12]2)=[C:4]([NH:20][CH2:17][CH2:18][CH3:19])[N:3]=1. Procedure: 2-Chloro-6-(propylamino)-9-cyclopentylpurine is prepared from 2,6-dichloro-9-cyclopentylpurine, n-propylamine, and triethylamine essentially as described above in Example 1, Scheme A, step b. The product is C(CCC)=O.C(C(C)O)O (n-Butyraldehyde 1,2-Propanediol). As a reaction SMILES: [CH:1](=[O:5])[CH2:2][CH2:3][CH3:4].[CH2:6]([OH:10])[CH:7]([OH:9])[CH3:8]>[Pd]>[CH:1](=[O:5])[CH2:2][CH2:3][CH3:4].[CH2:6]([OH:10])[CH:7]([OH:9])[CH3:8] |f:3.4|. The reagents and catalysts are [Pd] (Pd/C). The reactants are C(CCC)=O (n-Butyraldehyde), C(C(C)O)O (1,2-propanediol). Reported procedure: n-Butyraldehyde (3.6 g, 4.5 ml; 0.05 mol), 1,2-propanediol (76.1 g, 73.4 ml; 1 mol), and 0.18 g of 10% Pd/C (5 wt % to n-butyraldehyde) are charged to a 150 ml Parr reactor. The system is purged with nitrogen three times. Then 500 psi of hydrogen is charged, the reactor is heated to 180° C., and the hydrogen pressure is adjusted to 1000 psi. After 3 hours at 180° C. and 1000 psi, GC analysis shows complete conversion of n-butyraldehyde and formation of an approximately 1:1 mixture of 2-butoxy-1-... Conditions: temperature 180 celsius, time 3 hour. Reactants: C(#CC)C=1C=C(C=NC1)B(OC(C)C)OC(C)C (diisopropyl 5-(prop-1-ynyl)pyridin-3-ylboronate), C(=O)(C(F)(F)F)O (TFA), FC(S(=O)(=O)OC1=CC=C2OC=3C(=CC(=CC3[C@@]3(C2=C1)COCC(=N3)NC(=O)OC(C)(C)C)C=3COCCC3)F)(F)F ((S)-5-(tert-butoxycarbonylamino)-2′-(5,6-dihydro-2H-pyran-3-yl)-4′-fluoro-2,6-dihydrospiro[[1,4]oxazine-3,9′-xanthene]-7′-yl trifluoromethanesulfonate), C([O-])([O-])=O.[Na+].[Na+] (sodium carbonate). Reagents/catalysts: C=1C=CC(=CC1)[P](C=2C=CC=CC2)(C=3C=CC=CC3)[Pd]([P](C=4C=CC=CC4)(C=5C=CC=CC5)C=6C=CC=CC6)([P](C=7C=CC=CC7)(C=8C=CC=CC8)C=9C=CC=CC9)[P](C=1C=CC=CC1)(C=1C=CC=CC1)C=1C=CC=CC1 (Pd(PPh3)4). Run in CN(C)C=O (DMF), C(Cl)Cl (DCM). Run at temperature 85 celsius. Yields the product O1CC(=CCC1)C1=CC=2[C@@]3(C4=CC(=CC=C4OC2C(=C1)F)C=1C=NC=C(C1)C#CC)COCC(=N3)N ((S)-2′-(5,6-dihydro-2H-pyran-3-yl)-4′-fluoro-7′-(5-(prop-1-ynyl)pyridin-3-yl)-2,6-dihydrospiro[[1,4]oxazine-3,9′-xanthen]-5-amine). The yield is 57.2%. RXN SMILES: [C:1]([C:4]1[CH:5]=[C:6](B(OC(C)C)OC(C)C)[CH:7]=[N:8][CH:9]=1)#[C:2][CH3:3].FC(F)(F)S(O[C:25]1[CH:38]=[C:37]2[C:28]([O:29][C:30]3[C:31]([F:58])=[CH:32][C:33]([C:52]4[CH2:53][O:54][CH2:55][CH2:56][CH:57]=4)=[CH:34][C:35]=3[C@:36]32[N:43]=[C:42]([NH:44]C(OC(C)(C)C)=O)[CH2:41][O:40][CH2:39]3)=[CH:27][CH:26]=1)(=O)=O.C(=O)([O-])[O-].[Na+].[Na+].C(O)(C(F)(F)F)=O>CN(C=O)C.C(Cl)Cl.C1C=CC([P]([Pd]([P](C2C=CC=CC=2)(C2C=CC=CC=2)C2C=CC=CC=2)([P](C2C=CC=CC=2)(C2C=CC=CC=2)C2C=CC=CC=2)[P](C2C=CC=CC=2)(C2C=CC=CC=2)C2C=CC=CC=2)(C2C=CC=CC=2)C2C=CC=CC=2)=CC=1>[O:54]1[CH2:55][CH2:56][CH:57]=[C:52]([C:33]2[CH:32]=[C:31]([F:58])[C:30]3[O:29][C:28]4[C:37](=[CH:38][C:25]([C:6]5[CH:7]=[N:8][CH:9]=[C:4]([C:1]#[C:2][CH3:3])[CH:5]=5)=[CH:26][CH:27]=4)[C@:36]4([N:43]=[C:42]([NH2:44])[CH2:41][O:40][CH2:39]4)[C:35]=3[CH:34]=2)[CH2:53]1 |f:2.3.4,^1:85,87,106,125|. Reported procedure: In a microwave vial, diisopropyl 5-(prop-1-ynyl)pyridin-3-ylboronate (0.109 g, 0.443 mmol), (S)-5-(tert-butoxycarbonylamino)-2′-(5,6-dihydro-2H-pyran-3-yl)-4′-fluoro-2,6-dihydrospiro[[1,4]oxazine-3,9′-xanthene]-7′-yl trifluoromethanesulfonate (0.218 g, 0.355 mmol), and Pd(PPh3)4 (0.041 g, 0.035 mmol) were taken up in DMF (3.7 mL). Aqueous sodium carbonate (1.0 M, 1.064 mL, 1.064 mmol) was added. Argon gas was blown through the vessel, which was sealed and heated in an 85° C. oil bath for 1.5 h. ...